From a dataset of the Open Reaction Database (ORD), a public repository of structured organic reaction records. describe an organic reaction: reactants, conditions, products, and yield Reactants: C(\C=C\CCC#C)(=O)OCC (ethyl (E)-hept-2-en-6-ynoate). Run in CO (methanol). The product is C(\C=C\CCC#C)(=O)O ((E)-hept-2-en-6-ynoic acid). Yield: 88.5%. RXN SMILES: [C:1]([O:9]CC)(=[O:8])/[CH:2]=[CH:3]/[CH2:4][CH2:5][C:6]#[CH:7]>CO>[C:1]([OH:9])(=[O:8])/[CH:2]=[CH:3]/[CH2:4][CH2:5][C:6]#[CH:7]. Procedure: A solution of ethyl (E)-hept-2-en-6-ynoate (1.8 g) in 50% aqueous methanol containing 5% sodium hydroxide was stirred at ambient temperature overnight. The methanol was removed under reduced pressure and the resulting aqueous phase was extracted with dichloromethane. The aqueous phase was adjusted to pH 1 with concentrated hydrochloric acid and re-extracted with dichloromethane. These organic extracts were washed with brine, dried over anhydrous magnesium sulphate and then evaporated in vacuo to... The reactants are CN(C=O)C (N,N-dimethylformamide), COC1=CC=C2C=CC(NC2=C1)=O (7-methoxyquinolin-2(1H)-one), [H-].[Na+] (sodium hydride), CS(=O)(=O)OCCCC1(CCN(CC1)C(=O)OC(C)(C)C)C(=O)OCC (1-tert-butyl 4-ethyl 4-(3-((methanesulfonyl)oxy)propyl)piperidine-1,4-dicarboxylate), [H-].[Na+] (sodium hydride). The solvent is O (water), C(C)(=O)OCC (ethyl acetate). Run at temperature 60 celsius, time 20 minute. Yields the product COC1=CC=C2C=CC(N(C2=C1)CCCC1(CCN(CC1)C(=O)OC(C)(C)C)C(=O)OCC)=O (1-tert-butyl 4-ethyl 4-(3-(7-methoxy-2-oxoquinolin-1(2H)-yl)propyl)piperidine-1,4-dicarboxylate). Reaction SMILES: CN(C)C=O.[CH3:6][O:7][C:8]1[CH:17]=[C:16]2[C:11]([CH:12]=[CH:13][C:14](=[O:18])[NH:15]2)=[CH:10][CH:9]=1.[H-].[Na+].CS(O[CH2:26][CH2:27][CH2:28][C:29]1([C:42]([O:44][CH2:45][CH3:46])=[O:43])[CH2:34][CH2:33][N:32]([C:35]([O:37][C:38]([CH3:41])([CH3:40])[CH3:39])=[O:36])[CH2:31][CH2:30]1)(=O)=O>O.C(OCC)(=O)C>[CH3:6][O:7][C:8]1[CH:17]=[C:16]2[C:11]([CH:12]=[CH:13][C:14](=[O:18])[N:15]2[CH2:26][CH2:27][CH2:28][C:29]2([C:42]([O:44][CH2:45][CH3:46])=[O:43])[CH2:34][CH2:33][N:32]([C:35]([O:37][C:38]([CH3:39])([CH3:40])[CH3:41])=[O:36])[CH2:31][CH2:30]2)=[CH:10][CH:9]=1 |f:2.3|. Reported procedure: To 7 mL of an N,N-dimethylformamide solution containing 0.64 g of 7-methoxyquinolin-2(1H)-one, 0.15 g of 60% sodium hydride was added at room temperature, and the mixture was stirred at 60° C. for 20 minutes. Thereto was added 1.50 g of 1-tert-butyl 4-ethyl 4-(3-((methanesulfonyl)oxy)propyl)piperidine-1,4-dicarboxylate, the mixture was stirred at 70 to 80° C. for 1 hour and 30 minutes, and thereto was further added 75 mg of 60% sodium hydride, and the mixture was stirred for 2 hours and 30 minut... Starting materials: O=C(NCc1ccc(Br)cc1F)c1ccc(F)cc1[N+](=O)[O-], O=C([O-])O, CCO, [Cl-], [Na+], O. Product: Nc1cc(F)ccc1C(=O)NCc1ccc(Br)cc1F. RXN SMILES: [Br:1][c:2]1[cH:3][c:4]([F:22])[c:5]([CH2:6][NH:7][C:8]([c:9]2[c:10]([N+:16]([O-:17])=[O:18])[cH:11][c:12]([F:15])[cH:13][cH:14]2)=[O:19])[cH:20][cH:21]1.[C:25](=[O:26])([OH:27])[O-:28].[CH3:30][CH2:31][OH:32].[Cl-:23].[Na+:29].[OH2:24]>>[Br:1][c:2]1[cH:3][c:4]([F:22])[c:5]([CH2:6][NH:7][C:8]([c:9]2[c:10]([NH2:16])[cH:11][c:12]([F:15])[cH:13][cH:14]2)=[O:19])[cH:20][cH:21]1. Reactants: BrC1=CC=2C(C3=CC(=CC=C3C2C=C1)Br)(CCCCCCCC)CCCCCCCC (2,7-dibromo-9,9-dioctylfluorene), C(CCC)[Li] (butyllithium), CO[Si](C1=CC=CC=C1)(C1=CC=CC=C1)OC (dimethoxydiphenylsilane), C(CCC)[Li] (n-butyllithium). The solvent is C1(=CC=CC=C1)C (toluene), C(C)OCC (diethyl ether), CCCCCC (hexane), CCCCCC (hexane). Yields the product C1(=CC=CC=2C3=CC=CC=C3CC12)[Si](C1=CC=CC=C1)(C1=CC=CC=C1)C1=CC=CC=2C3=CC=CC=C3CC12 (Bisfluorenyldiphenylsilane). RXN SMILES: BrC1C=CC2C3C(=CC(Br)=CC=3)[C:5]([CH2:24][CH2:25][CH2:26][CH2:27]CCCC)([CH2:16][CH2:17][CH2:18][CH2:19][CH2:20][CH2:21][CH2:22][CH3:23])C=2C=1.[CH2:32]([Li])[CH2:33][CH2:34][CH3:35].CO[Si:39](OC)([C:46]1[CH:51]=[CH:50][CH:49]=[CH:48][CH:47]=1)[C:40]1[CH:45]=[CH:44][CH:43]=[CH:42][CH:41]=1>CCCCCC.C1(C)C=CC=CC=1.C(OCC)C>[C:35]1([Si:39]([C:20]2[C:19]3[CH2:18][C:17]4[C:26](=[CH:25][CH:24]=[CH:5][CH:16]=4)[C:27]=3[CH:23]=[CH:22][CH:21]=2)([C:46]2[CH:51]=[CH:50][CH:49]=[CH:48][CH:47]=2)[C:40]2[CH:45]=[CH:44][CH:43]=[CH:42][CH:41]=2)[C:34]2[CH2:35][C:25]3[C:32](=[CH:17][CH:16]=[CH:5][CH:24]=3)[C:33]=2[CH:32]=[CH:33][CH:34]=1. Reported procedure: Under a nitrogen gas atmosphere, 4.90 g (8.94 mmol) of 2,7-dibromo-9,9-dioctylfluorene, 20 ml of diethyl ether and 10 ml of toluene were added to a 100 ml three-necked flask equipped with a reflux condenser and a dropping funnel. Under cooling by an ice bath, 6.1 ml (9.76 mmol) of a hexane solution of n-butyllithium (1.6 M) was added dropwise. As the hexane solution of butyllithium was added dropwise, the solution turned red. The solution was agitated “as is” for approximately 1 hour; then, 1.03... The reactants are N1=CC=CC=C1 (pyridine), N1=C(C=NC=C1)C(=O)Cl (pyrazinoyl chloride), C(CC)O (n-propyl alcohol). The solvent is C(Cl)Cl (methylene chloride). Product: N1=C(C=NC=C1)C(=O)OCCC (n-Propyl Pyrazinoate). As a reaction SMILES: [N:1]1[CH:6]=[CH:5][N:4]=[CH:3][C:2]=1[C:7](Cl)=[O:8].N1C=C[CH:13]=[CH:12][CH:11]=1.C([OH:19])CC>C(Cl)Cl>[N:1]1[CH:6]=[CH:5][N:4]=[CH:3][C:2]=1[C:7]([O:8][CH2:11][CH2:12][CH3:13])=[O:19]. Procedure: To 4.0 g (28 mmol) of pyrazinoyl chloride dissolved in methylene chloride (20 mL) and pyridine (2 mL) cooled to 0° C. in a 50 mL round bottom flask was added n-propyl alcohol (4.0 g, 66 mmol). Completion of the reaction and separation as described above, followed by distillation, led to isolation of the title compound as a water white oil; b.p: 68°-73° C. at 0.20 mm Hg. Starting materials: COCCOCCBr, O=C([O-])[O-], Oc1ccc2nccc(Sc3ccc(Nc4nnc(-c5ccc(Cl)cc5)c5ccccc45)cc3)c2c1, [K+], [K+], CN(C)C=O. Product: COCCOCCOc1ccc2nccc(Sc3ccc(Nc4nnc(-c5ccc(Cl)cc5)c5ccccc45)cc3)c2c1. Reaction SMILES: [Br:43][CH2:44][CH2:45][O:46][CH2:47][CH2:48][O:49][CH3:50].[C:37](=[O:38])([O-:39])[O-:40].[Cl:1][c:2]1[cH:3][cH:4][c:5](-[c:8]2[n:9][n:10][c:11]([NH:18][c:19]3[cH:20][cH:21][c:22]([S:25][c:26]4[cH:27][cH:28][n:29][c:30]5[cH:31][cH:32][c:33]([OH:36])[cH:34][c:35]45)[cH:23][cH:24]3)[c:12]3[cH:13][cH:14][cH:15][cH:16][c:17]23)[cH:6][cH:7]1.[K+:41].[K+:42].[O:51]=[CH:52][N:53]([CH3:54])[CH3:55]>>[Cl:1][c:2]1[cH:3][cH:4][c:5](-[c:8]2[n:9][n:10][c:11]([NH:18][c:19]3[cH:20][cH:21][c:22]([S:25][c:26]4[cH:27][cH:28][n:29][c:30]5[cH:31][cH:32][c:33]([O:36][CH2:44][CH2:45][O:46][CH2:47][CH2:48][O:49][CH3:50])[cH:34][c:35]45)[cH:23][cH:24]3)[c:12]3[cH:13][cH:14][cH:15][cH:16][c:17]23)[cH:6][cH:7]1.